Dataset: the Open Reaction Database (ORD), a public repository of structured organic reaction records. Task: describe an organic reaction: reactants, conditions, products, and yield Reactants: [Na] (sodium), CO (methanol), [Na] (sodium), ClC1=NC=C(C=C1OC)[N+](=O)[O-] (2-Chloro-3-methoxy-5-nitropyridine). Conditions: time 15 minute. The product is COC1=NC=C(C=C1OC)[N+](=O)[O-] (2,3-Dimethoxy-5-nitropyridine). Reaction SMILES: [Na].Cl[C:3]1[C:8]([O:9][CH3:10])=[CH:7][C:6]([N+:11]([O-:13])=[O:12])=[CH:5][N:4]=1.[CH3:14][OH:15]>>[CH3:14][O:15][C:3]1[C:8]([O:9][CH3:10])=[CH:7][C:6]([N+:11]([O-:13])=[O:12])=[CH:5][N:4]=1 |^1:0|. Reported procedure: A round bottom flask was charged with methanol under nitrogen. Freshly cut sodium (91 mg, 3977 μmol) was added, and the mixture was stirred at RT under nitrogen until the sodium had dissolved. 2-Chloro-3-methoxy-5-nitropyridine (500 mg, 2652 μmol) was added and the reaction mixture was stirred under nitrogen at RT. After ˜15 min the mixture became heterogeneous and thick, and GC/MS analysis of a sample taken at 0.5 h indicated complete conversion to the desired product. The mixture was diluted w... Starting materials: O (water), C(#N)C=1C(=C(C=CC1F)[C@H]1CN2[C@H](CS1)CN(CC2)C(=O)OC(C)(C)C)C ((3S,9aS)-tert-butyl 3-(3-cyano-4-fluoro-2-methylphenyl)hexahydropyrazino[2,1-c][1,4]thiazine-8(1H)-carboxylate), OOS(=O)[O-].[K+] (OXONE), O (water). Run in C(C)#N (acetonitrile), ClCCl (dichloromethane). Run at time 8 hour. The product is C(#N)C=1C(=C(C=CC1F)[C@H]1C[N+]2([C@H](CS1(=O)=O)CN(CC2)C(=O)OC(C)(C)C)[O-])C (tert-butyl (3S,9aS)-3-(3-cyano-4-fluoro-2-methylphenyl)hexahydropyrazino[2,1-c][1,4]thiazine-8(1H)-carboxylate 2,2,5-trioxide). As a reaction SMILES: [C:1]([C:3]1[C:4]([CH3:27])=[C:5]([C@@H:10]2S[CH2:14][C@@H:13]3[CH2:16][N:17]([C:20]([O:22][C:23]([CH3:26])([CH3:25])[CH3:24])=[O:21])[CH2:18][CH2:19][N:12]3[CH2:11]2)[CH:6]=[CH:7][C:8]=1[F:9])#[N:2].O[O:29][S:30]([O-:32])=O.[K+].[OH2:34]>C(#N)C.ClCCl>[C:1]([C:3]1[C:4]([CH3:27])=[C:5]([C@@H:10]2[S:30](=[O:32])(=[O:29])[CH2:14][C@@H:13]3[CH2:16][N:17]([C:20]([O:22][C:23]([CH3:26])([CH3:25])[CH3:24])=[O:21])[CH2:18][CH2:19][N+:12]3([O-:34])[CH2:11]2)[CH:6]=[CH:7][C:8]=1[F:9])#[N:2] |f:1.2|. Reported procedure: (3S,9aS)-tert-butyl 3-(3-cyano-4-fluoro-2-methylphenyl)hexahydropyrazino[2,1-c][1,4]thiazine-8(1H)-carboxylate (20 mg, 0.051 mmol) was dissolved in acetonitrile (0.5 mL) and water (0.2 ml) and cooled to 0° C. OXONE (86.1 mg, 0.140 mmol) was added. The ice bath was removed and the reaction mixture was stirred at room temperature overnight. LC-MS showed the completion of the reaction. The reaction mixture was diluted with dichloromethane and water. The organic layer was separated and the aqueous l... The reactants are [H-], CCCI, [Na+], CN(C)C=O, O, Oc1ccc2[nH]ccc2c1. The product is CCCOc1ccc2[nH]ccc2c1. As a reaction SMILES: [H-:1].[I:13][CH2:14][CH2:15][CH3:16].[Na+:2].[O:18]=[CH:19][N:20]([CH3:21])[CH3:22].[OH2:17].[OH:3][c:4]1[cH:5][c:6]2[cH:7][cH:8][nH:9][c:10]2[cH:11][cH:12]1>>[O:3]([c:4]1[cH:5][c:6]2[cH:7][cH:8][nH:9][c:10]2[cH:11][cH:12]1)[CH2:14][CH2:15][CH3:16]. Starting materials: N#N.COC1=CC=C2C=CC(=CC2=C1)S(=O)(=O)N[C@@H](CCCNC(N)=N)C(=O)O (N2 (7-methoxy-2-naphthalenesulfonyl)-L-arginine), CO (methanol), Cl (hydrogen chloride). Yields the product N#N.Cl.COC([C@@H](NS(=O)(=O)C1=CC2=CC(=CC=C2C=C1)OC)CCCNC(N)=N)=O (N2 (7-methoxy-2-naphthalenesulfonyl)-L-arginine methyl ester hydrochloride). Yield: 95.0%. Reaction SMILES: [N:1]#[N:2].[CH3:3][O:4][C:5]1[CH:14]=[C:13]2[C:8]([CH:9]=[CH:10][C:11]([S:15]([NH:18][C@H:19]([C:27]([OH:29])=[O:28])[CH2:20][CH2:21][CH2:22][NH:23][C:24](=[NH:26])[NH2:25])(=[O:17])=[O:16])=[CH:12]2)=[CH:7][CH:6]=1.[ClH:30].[CH3:31]O>>[N:1]#[N:2].[ClH:30].[CH3:31][O:28][C:27](=[O:29])[C@H:19]([CH2:20][CH2:21][CH2:22][NH:23][C:24](=[NH:25])[NH2:26])[NH:18][S:15]([C:11]1[CH:10]=[CH:9][C:8]2[C:13](=[CH:14][C:5]([O:4][CH3:3])=[CH:6][CH:7]=2)[CH:12]=1)(=[O:16])=[O:17] |f:0.1,4.5.6|. Reported procedure: A suspension of 1.0 gram of N2 -(7-methoxy-2-naphthalenesulfonyl)-L-arginine in 15 ml of anhydrous methanol was saturated with dry hydrogen chloride for one hour. The reaction mixture was refluxed for an additonal one hour. After cooling, the reaction mixture was concentrated in vacuo. The residue was triturated with cold ethyl ether to give a crystalline product. After crystallization from methanolethyl ether, N2 -(7-methoxy-2-naphthalenesulfonyl)-L-arginine methyl ester hydrochloride was obtai... Starting materials: CCCCCCCNC(=O)N(C)c1cccc(-c2ccc(CCC(=O)OC)cc2OC)c1, CC(=O)O, CO, [Na+], C1CCOC1, [OH-], O. Product: CCCCCCCNC(=O)N(C)c1cccc(-c2ccc(CCC(=O)O)cc2OC)c1. RXN SMILES: [CH2:3]([CH2:4][CH2:5][CH2:6][CH2:7][CH2:8][CH3:9])[NH:10][C:11]([N:12]([CH3:13])[c:14]1[cH:15][c:16](-[c:20]2[c:21]([O:32][CH3:33])[cH:22][c:23]([CH2:26][CH2:27][C:28](=[O:29])[O:30][CH3:31])[cH:24][cH:25]2)[cH:17][cH:18][cH:19]1)=[O:34].[CH3:36][C:37](=[O:38])[OH:39].[CH3:40][OH:41].[Na+:2].[O:42]1[CH2:43][CH2:44][CH2:45][CH2:46]1.[OH-:1].[OH2:35]>>[CH2:3]([CH2:4][CH2:5][CH2:6][CH2:7][CH2:8][CH3:9])[NH:10][C:11]([N:12]([CH3:13])[c:14]1[cH:15][c:16](-[c:20]2[c:21]([O:32][CH3:33])[cH:22][c:23]([CH2:26][CH2:27][C:28](=[O:29])[OH:30])[cH:24][cH:25]2)[cH:17][cH:18][cH:19]1)=[O:34]. The reactants are C1(=CC=CC=C1)C[C@@H]1CCCC[C@@]12S(CCNC(C2)=O)(=O)=O ((1S,6S)-1-Phenylmethyl-11-oxo-7-thia-10-azaspiro[5.6]-dodecane 7,7-dioxide), N1=CC(=CC=C1)CCl (3-pyridylmethyl chloride), [H-].[Na+] (sodium hydride). Solvent: C(C)(=O)OCC (ethyl acetate), CS(=O)C (dimethyl sulfoxide). Reaction conditions: temperature 60 celsius, time 15 minute. The product is C1(=CC=CC=C1)C[C@@H]1CCCC[C@@]12S(CCN(C(C2)=O)CC=2C=NC=CC2)(=O)=O ((1S,6S)-1-phenylmethyl-10-(3-pyridylmethyl)-11-oxo-7-thia-10-azaspiro[5.6]dodecane 7,7-dioxide). Isolated yield 27.3%. Reaction SMILES: [H-].[Na+].[C:3]1([CH2:9][C@H:10]2[C@@:15]3([CH2:21][C:20](=[O:22])[NH:19][CH2:18][CH2:17][S:16]3(=[O:24])=[O:23])[CH2:14][CH2:13][CH2:12][CH2:11]2)[CH:8]=[CH:7][CH:6]=[CH:5][CH:4]=1.[N:25]1[CH:30]=[CH:29][CH:28]=[C:27]([CH2:31]Cl)[CH:26]=1>CS(C)=O.C(OCC)(=O)C>[C:3]1([CH2:9][C@H:10]2[C@@:15]3([CH2:21][C:20](=[O:22])[N:19]([CH2:31][C:27]4[CH:26]=[N:25][CH:30]=[CH:29][CH:28]=4)[CH2:18][CH2:17][S:16]3(=[O:23])=[O:24])[CH2:14][CH2:13][CH2:12][CH2:11]2)[CH:8]=[CH:7][CH:6]=[CH:5][CH:4]=1 |f:0.1|. Procedure: A stirred suspension of sodium hydride (5.5 g, 60% dispersion in mineral oil) in dimethyl sulfoxide (400 ml) was heated at 60° C. for 1 hour under nitrogen atmosphere. (1S,6S)-1-Phenylmethyl-11-oxo-7-thia-10-azaspiro[5.6]-dodecane 7,7-dioxide (40.0 g) and 3-pyridylmethyl chloride (25 g) were added to the nearly clear solution and the mixture was allowed to stand at room temperature for 15 minutes. The mixture was diluted with ethyl acetate (2 l) and washed with saturated aqueous sodium bicarbona... Starting materials: ClC=1N=CC=C2C1N(C=C2C(\C=C\N(C)C)=O)CC ((E)-1-(7-chloro-1-ethyl-1H-pyrrolo[2,3-c]pyridin-3-yl)-3-(dimethylamino)prop-2-en-1-one), Cl.N(C(=N)N)C=1C=C(C=CC1)S(=O)(=O)N (3-guanidinobenzenesulfonamide hydrochloride). The product is ClC=1N=CC=C2C1N(C=C2C2=NC(=NC=C2)NC=2C=C(C=CC2)S(=O)(=O)N)CC (3-(4-(7-Chloro-1-ethyl-1H-pyrrolo[2,3-c]pyridin-3-yl)pyrimidin-2-ylamino)benzenesulfonamide). As a reaction SMILES: [Cl:1][C:2]1[N:3]=[CH:4][CH:5]=[C:6]2[C:10]([C:11](=O)/[CH:12]=[CH:13]/N(C)C)=[CH:9][N:8]([CH2:18][CH3:19])[C:7]=12.Cl.[NH:21]([C:25]1[CH:26]=[C:27]([S:31]([NH2:34])(=[O:33])=[O:32])[CH:28]=[CH:29][CH:30]=1)[C:22]([NH2:24])=[NH:23]>>[Cl:1][C:2]1[N:3]=[CH:4][CH:5]=[C:6]2[C:10]([C:11]3[CH:12]=[CH:13][N:24]=[C:22]([NH:21][C:25]4[CH:26]=[C:27]([S:31]([NH2:34])(=[O:32])=[O:33])[CH:28]=[CH:29][CH:30]=4)[N:23]=3)=[CH:9][N:8]([CH2:18][CH3:19])[C:7]=12 |f:1.2|. Reported procedure: Prepared by treatment of (E)-1-(7-chloro-1-ethyl-1H-pyrrolo[2,3-c]pyridin-3-yl)-3-(dimethylamino)prop-2-en-1-one and 3-guanidinobenzenesulfonamide hydrochloride. 1H-NMR (DMSO-d6) δ: 1.45 (t, 3H, J=7.2 Hz, CH3), 4.48 (t, 2H, J=7.2 Hz, CH2), 7.30 (m, 3H, Pyrimidin-H and NH2), 7.43 (m, 1H, Ar—H or Ph-H), 7.50 (t, 1H, J=7.6 Hz, Ph-H), 7.82 (d, 1H, J=5.6 Hz, Ar—H), 7.89 (m, 1H, Ar—H or Ph-H), 8.07 (m, 1H, Ar—H or Ph-H), 8.45 (d, 1H, J=5.6 Hz, Pyrimidin-H), 8.48 (s, 1H, Ar—H), 8.61 (s, 1H, NH). MS (ES...